Task: describe an organic reaction: reactants, conditions, products, and yield. Dataset: the Open Reaction Database (ORD), a public repository of structured organic reaction records Reactants: C(C=O)(=O)OCC (ethyl glyoxylate), C(CCC)OC1=C(N)C(=CC=C1)CC (2-butoxy-6-ethylaniline), C1(=CC=C(C=C1)S(=O)(=O)C[N+]#[C-])C (p-toluenesulfonylmethyl isocyanide), [H-].[Na+] (sodium hydride). The solvent is O (water), C1(=CC=CC=C1)C (toluene), O (water), O (water), C(OC)COC (dimethoxyethane). Conditions: temperature 50 celsius, time 2 hour. The product is C(CCC)OC1=C(C(=CC=C1)CC)N1C=NC=C1C(=O)OCC (ethyl 1-(2-butoxy-6-ethylphenyl)imidazole-5-carboxylate). Isolated yield 55.4%. Reaction SMILES: [CH2:1]([O:5][C:6]1[CH:12]=[CH:11][CH:10]=[C:9]([CH2:13][CH3:14])[C:7]=1[NH2:8])[CH2:2][CH2:3][CH3:4].[C:15]([O:19][CH2:20][CH3:21])(=[O:18])[CH:16]=O.C1(C)C=CC(S([CH2:31][N+:32]#[C-:33])(=O)=O)=CC=1.[H-].[Na+]>C1(C)C=CC=CC=1.C(COC)OC.O>[CH2:1]([O:5][C:6]1[CH:12]=[CH:11][CH:10]=[C:9]([CH2:13][CH3:14])[C:7]=1[N:8]1[C:16]([C:15]([O:19][CH2:20][CH3:21])=[O:18])=[CH:33][N:32]=[CH:31]1)[CH2:2][CH2:3][CH3:4] |f:3.4|. Procedure: 13.5 g (0.07 mol) of 2-butoxy-6-ethylaniline are heated on a water separator with 11.8 g (0.099 mol) of ethyl glyoxylate in 100 ml of toluene until water formation is complete. The mixture is evaporated, the residue is dried in a high vacuum and taken up in 30 ml of dimethoxyethane, and the solution is added dropwise with 13.4 g (0.069 mol) of p-toluenesulfonylmethyl isocyanide to a suspension of 4.3 g (0.14 mol) of 80% strength sodium hydride (white oil) in 20 ml of dimethoxyethane at -20° C. W...